Dataset: the Open Reaction Database (ORD), a public repository of structured organic reaction records. Task: describe an organic reaction: reactants, conditions, products, and yield Reactants: CCOC(=O)CCCCOc1ccc2nc(CC(C)C)c(CNC(=O)OC(C)(C)C)c(-c3ccc(C)cc3)c2c1, Cl, [Na+], C1CCOC1, [OH-]. RXN SMILES: [C:1]([CH3:2])([CH3:3])([CH3:4])[O:5][C:6](=[O:7])[NH:8][CH2:9][c:10]1[c:11]([CH2:37][CH:38]([CH3:39])[CH3:40])[n:12][c:13]2[cH:14][cH:15][c:16]([O:27][CH2:28][CH2:29][CH2:30][CH2:31][C:32](=[O:33])[O:34][CH2:35][CH3:36])[cH:17][c:18]2[c:19]1-[c:20]1[cH:21][cH:22][c:23]([CH3:26])[cH:24][cH:25]1.[ClH:43].[Na+:42].[O:44]1[CH2:45][CH2:46][CH2:47][CH2:48]1.[OH-:41]>>[C:1]([CH3:2])([CH3:3])([CH3:4])[O:5][C:6](=[O:7])[NH:8][CH2:9][c:10]1[c:11]([CH2:37][CH:38]([CH3:39])[CH3:40])[n:12][c:13]2[cH:14][cH:15][c:16]([O:27][CH2:28][CH2:29][CH2:30][CH2:31][C:32](=[O:33])[OH:34])[cH:17][c:18]2[c:19]1-[c:20]1[cH:21][cH:22][c:23]([CH3:26])[cH:24][cH:25]1. Yields the product Cc1ccc(-c2c(CNC(=O)OC(C)(C)C)c(CC(C)C)nc3ccc(OCCCCC(=O)O)cc23)cc1. Reactants: CCOC(C)=N, CCO, Cl, NCC(F)(F)F. Yields the product Cl, CC(=N)NCC(F)(F)F. Reaction SMILES: [C:8]([CH3:9])([O:10][CH2:11][CH3:12])=[NH:13].[CH3:14][CH2:15][OH:16].[ClH:7].[F:1][C:2]([CH2:3][NH2:4])([F:5])[F:6]>>[ClH:7].[F:1][C:2]([CH2:3][NH:4][C:8]([CH3:9])=[NH:13])([F:5])[F:6]. Reactants: COC=1C=C(C(=O)O)C=CC1OC (3,4-dimethoxybenzoic acid), C(=O)(N1C=NC=C1)N1C=NC=C1 (carbonyldiimidazole), NCC=1NC(=CC1)C (2-(Amino-methyl)-5-methyl-pyrrole). Yields the product COC=1C=C(C(=O)NCC=2NC(=CC2)C)C=CC1OC (2-(3,4-Dimethoxy-benzoylamino-methyl)-5-methyl-pyrrole). Reaction SMILES: [CH3:1][O:2][C:3]1[CH:4]=[C:5]([CH:9]=[CH:10][C:11]=1[O:12][CH3:13])[C:6]([OH:8])=O.C(N1C=CN=C1)(N1C=CN=C1)=O.[NH2:26][CH2:27][C:28]1[NH:29][C:30]([CH3:33])=[CH:31][CH:32]=1>>[CH3:1][O:2][C:3]1[CH:4]=[C:5]([CH:9]=[CH:10][C:11]=1[O:12][CH3:13])[C:6]([NH:26][CH2:27][C:28]1[NH:29][C:30]([CH3:33])=[CH:31][CH:32]=1)=[O:8]. Reported procedure: 18.1 g (0.1 mol) of 3,4-dimethoxybenzoic acid are reacted with 17.8 g (0.11 mol) of carbonyldiimidazole and 11.0 g (0.1 mol) of 2-aminomethyl-5-methyl-pyrrole (compare Example 11), as described in Example 15. Reactants: CC(C)=O, Cl, [Na+], O=C([O-])O, OC1(c2cncs2)CCC2(CC1)OCCO2. Yields the product O=C1CCC(O)(c2cncs2)CC1. RXN SMILES: [CH3:23][C:24](=[O:25])[CH3:26].[ClH:17].[Na+:22].[O-:18][C:19]([OH:20])=[O:21].[s:1]1[cH:2][n:3][cH:4][c:5]1[C:6]1([OH:16])[CH2:7][CH2:8][C:9]2([O:10][CH2:13][CH2:12][O:11]2)[CH2:14][CH2:15]1>>[s:1]1[cH:2][n:3][cH:4][c:5]1[C:6]1([OH:16])[CH2:7][CH2:8][C:9](=[O:10])[CH2:14][CH2:15]1. The product is 7-[N-(4-hydroxy-2-nonynyl)cynamido]heptanoic acid, OC(C#CCN(C(=O)N)CCCCCCC(=O)O)CCCCC (7-[1-(4-hydroxy-2-nonynyl)ureido]heptanoic acid). Reactants: product, C(C)(=O)OC(C#CCN(C#N)CCCCCCC(=O)OCC)CCCCC (ethyl 7-[N-(4-acetoxy-2-nonynyl)cyanamido]heptanoate), ClCCCC(CCCCC)OC(C)=O (1-chloro-4-acetoxynonane), BrCC#CC(CCCCC)OC(C)=O (1-bromo-4-acetoxy-2-nonyne). Procedure: The synthesis of this compound is carried out as described in Example 1 except that, in Step A, the 1-chloro-4-acetoxynonane is replaced by an equimolar amount of 1-bromo-4-acetoxy-2-nonyne (Example I, Step 3). The product of Step A is thus ethyl 7-[N-(4-acetoxy-2-nonynyl)cyanamido]heptanoate. The subsequent steps yield 7-[N-(4-hydroxy-2-nonynyl)cynamido]heptanoic acid (B), and 7-[1-(4-hydroxy-2-nonynyl)ureido]heptanoic acid (C). Reaction SMILES: ClCCCC([O:11]C(=O)C)CCCCC.BrCC#CC(OC(=O)C)CCCCC.C([O:32][CH:33]([CH2:51][CH2:52][CH2:53][CH2:54][CH3:55])[C:34]#[C:35][CH2:36][N:37]([CH2:40][CH2:41][CH2:42][CH2:43][CH2:44][CH2:45][C:46]([O:48]CC)=[O:47])[C:38]#[N:39])(=O)C>>[OH:32][CH:33]([CH2:51][CH2:52][CH2:53][CH2:54][CH3:55])[C:34]#[C:35][CH2:36][N:37]([CH2:40][CH2:41][CH2:42][CH2:43][CH2:44][CH2:45][C:46]([OH:48])=[O:47])[C:38]([NH2:39])=[O:11]. The reactants are C(N)(OCCC1=CC=C(C=C1)OC1=CC(=C(C=C1)Cl)C)=N (2-{4-[(4-chloro-3-methylphenyl)oxy]phenyl}ethyl imidocarbamate), C(C)/C(/C(=O)OCC)=C/O (ethyl (2Z)-2-ethyl-3-hydroxy-2-propenoate), C(=O)([O-])[O-].[K+].[K+] (K2CO3). The solvent is CN(C)C=O (DMF). Reaction conditions: temperature 110 celsius. The product is ClC1=C(C=C(C=C1)OC1=CC=C(C=C1)CCOC=1NC=C(C(N1)=O)CC)C (2-[(2-{4-[(4-chloro-3-methylphenyl)oxy]phenyl}ethyl)oxy]-5-ethyl-4(1H)-pyrimidinone). The yield is 30.4%. Reaction SMILES: [C:1](=[NH:21])([O:3][CH2:4][CH2:5][C:6]1[CH:11]=[CH:10][C:9]([O:12][C:13]2[CH:18]=[CH:17][C:16]([Cl:19])=[C:15]([CH3:20])[CH:14]=2)=[CH:8][CH:7]=1)[NH2:2].[CH2:22](/[C:24](=[CH:30]/O)/[C:25](OCC)=[O:26])[CH3:23].C([O-])([O-])=O.[K+].[K+]>CN(C=O)C>[Cl:19][C:16]1[CH:17]=[CH:18][C:13]([O:12][C:9]2[CH:8]=[CH:7][C:6]([CH2:5][CH2:4][O:3][C:1]3[NH:2][CH:30]=[C:24]([CH2:22][CH3:23])[C:25](=[O:26])[N:21]=3)=[CH:11][CH:10]=2)=[CH:14][C:15]=1[CH3:20] |f:2.3.4|. Procedure details: A mixture of 2-{4-[(4-chloro-3-methylphenyl)oxy]phenyl}ethyl imidocarbamate (130 mg, 0.427 mmol), ethyl (2Z)-2-ethyl-3-hydroxy-2-propenoate (123 mg, 0.853 mmol) and K2CO3 (118 mg, 0.853 mmol) in DMF (3 mL) was heated with a microwave condition at 110° C. for 1.5 h. After cooling, the mixture was filtered, and purified via MDAP to afford the title compound (50 mg, 30.5% yield) as white solid. LCMS: rt=3.80 min, [M+H+]=385